Dataset: the Open Reaction Database (ORD), a public repository of structured organic reaction records. Task: describe an organic reaction: reactants, conditions, products, and yield Reactants: ClC1=C(OC2=CC=NC=C2C(=O)NC=2C=CC=C3CCCNC23)C=C(C=C1)Cl (4-(2,5-Dichloro-phenoxy)-N-(1,2,3,4-tetrahydro-quinolin-8-yl)-nicotinamide), CCCCCCC.C(C)(=O)OCC (n-heptane ethyl acetate). Yields the product ClC1=C(OC2=CC=NC=C2C(=O)N(C=2C=CC=C3CCCNC23)C)C=C(C=C1)Cl (4-(2,5-Dichloro-phenoxy)-N-methyl-N-(1,2,3,4-tetrahydro-quinolin-8-yl)-nicotinamide). Reaction SMILES: [Cl:1][C:2]1[CH:27]=[CH:26][C:25]([Cl:28])=[CH:24][C:3]=1[O:4][C:5]1[C:10]([C:11]([NH:13][C:14]2[CH:15]=[CH:16][CH:17]=[C:18]3[C:23]=2[NH:22][CH2:21][CH2:20][CH2:19]3)=[O:12])=[CH:9][N:8]=[CH:7][CH:6]=1.[CH3:29]CCCCCC.C(OCC)(=O)C>>[Cl:1][C:2]1[CH:27]=[CH:26][C:25]([Cl:28])=[CH:24][C:3]=1[O:4][C:5]1[C:10]([C:11]([N:13]([CH3:29])[C:14]2[CH:15]=[CH:16][CH:17]=[C:18]3[C:23]=2[NH:22][CH2:21][CH2:20][CH2:19]3)=[O:12])=[CH:9][N:8]=[CH:7][CH:6]=1 |f:1.2|. Procedure: The title compound was prepared in analogy to Example 12, from 4-(2,5-dichloro-phenoxy)-N-(1,2,3,4-tetrahydro-quinolin-8-yl)-nicotinamide (Example 22) and using a gradient of n-heptane:ethyl acetate (100:0 to 0:100) for the chromatographic purification. Colorless foam (42%). MS (ESI): m/z=428.092 [M+H]+. The reactants are ClC1=CC(=CC(=N1)NC1CC(CCC1)NS(=O)(=O)C1CC1)C1=CN(C2=NC=C(C=C21)OC)S(=O)(=O)C2=CC=CC=C2 (N-(3-(6-chloro-4-(5-methoxy-1-(phenylsulfonyl)-1H-pyrrolo[2,3-b]pyridin-3-yl)pyridin-2-ylamino)cyclohexyl)cyclopropanesulfonamide), [OH-].[Na+] (NaOH). Run in O1CCOCC1 (dioxane). Reaction conditions: temperature 70 celsius. Yields the product ClC1=CC(=CC(=N1)NC1CC(CCC1)NS(=O)(=O)C1CC1)C1=CNC2=NC=C(C=C21)OC (N-(3-{[6-chloro-4-(5-methoxy-1H-pyrrolo[2,3-b]pyridin-3-yl)pyridin-2-yl]amino}cyclohexyl)cyclopropanesulfonamide). Isolated yield 67.2%. RXN SMILES: [Cl:1][C:2]1[N:7]=[C:6]([NH:8][CH:9]2[CH2:14][CH2:13][CH2:12][CH:11]([NH:15][S:16]([CH:19]3[CH2:21][CH2:20]3)(=[O:18])=[O:17])[CH2:10]2)[CH:5]=[C:4]([C:22]2[C:30]3[C:25](=[N:26][CH:27]=[C:28]([O:31][CH3:32])[CH:29]=3)[N:24](S(C3C=CC=CC=3)(=O)=O)[CH:23]=2)[CH:3]=1.[OH-].[Na+]>O1CCOCC1>[Cl:1][C:2]1[N:7]=[C:6]([NH:8][CH:9]2[CH2:14][CH2:13][CH2:12][CH:11]([NH:15][S:16]([CH:19]3[CH2:20][CH2:21]3)(=[O:18])=[O:17])[CH2:10]2)[CH:5]=[C:4]([C:22]2[C:30]3[C:25](=[N:26][CH:27]=[C:28]([O:31][CH3:32])[CH:29]=3)[NH:24][CH:23]=2)[CH:3]=1 |f:1.2|. Procedure details: A solution of Example 260c (0.083 g, 0.135 mmol) in dioxane (2 mL) was treated with 20% NaOH (0.08 mL, 0.135 mmol). The mixture was heated at 70° C. for 90 minutes. The solvent was evaporated. The residue was treated with water and sonicated. The solid was filtered, washed with water, and purified by reverse-phase HPLC as described in Example 56 to give the title compound (43.2 mg) as trifluoroacetic acid salts. 1H NMR (400 MHz, DMSO-d6) ppm 0.83-0.98 (m, 4H), 0.98-1.26 (m, 3H), 1.38 (m, 1H), 1.... The reactants are [Li]CCCC (BuLi), BrC1=C(C=C(C=C1)OCC)C(F)(F)F (4-bromo-1-ethoxy-3-trifluoromethyl-benzene), O1CCCC1 (tetrahydrofuran), B(OC(C)C)(OC(C)C)OC(C)C (triisopropyl borate). Conditions: temperature -78 celsius, time 30 minute. The product is C(C)OC1=C(C=C(C=C1)B(O)O)C(F)(F)F (4-ethoxy-3-trifluoromethylphenylboronic acid). RXN SMILES: Br[C:2]1[CH:7]=[CH:6][C:5](OCC)=[CH:4][C:3]=1[C:11]([F:14])([F:13])[F:12].[Li]CCCC.[B:20](OC(C)C)([O:25]C(C)C)[O:21]C(C)C.[O:33]1CC[CH2:35][CH2:34]1>>[CH2:34]([O:33][C:2]1[CH:7]=[CH:6][C:5]([B:20]([OH:25])[OH:21])=[CH:4][C:3]=1[C:11]([F:12])([F:13])[F:14])[CH3:35]. Procedure: A solution of 4-bromo-1-ethoxy-3-trifluoromethyl-benzene (21.25 g, 90.8 mmol) in dry tetrahydrofuran (120 ml) was purged with nitrogen, cooled to −78° C. and BuLi (2.5 M solution in hexanes, 39.96 ml, 99.9 mmol) added dropwise maintaining a temperature below −70° C. The mixture was stirred for 5 minutes before addition of triisopropyl borate (17.9 g, 95.36 mmol) in one portion. Stirring was continued at −78° C. for 30 minutes before allowing to come to room temperature. The reaction was quenched... Starting materials: C(C)(=O)OC=1C(=C2CCC(OC2=C(C1C)C)(C)CCOC1=CC=C(C=C1)CC(C(=O)OCC)Cl)C (ethyl 3-{4-[2-(6-acetoxy-2,5,7,8-tetramethylchroman-2-yl)ethoxy]phenyl}-2-chloropropionate), NC(=S)N (thiourea), S1(=O)(=O)CCCC1 (sulfolane), crude product, Cl (hydrochloric acid). Solvent: COCCO (ethylene glycol monomethyl ether), O (water). Product: OC=1C(=C2CCC(OC2=C(C1C)C)(C)CCOC1=CC=C(CC2C(NC(S2)=O)=O)C=C1)C (5-{4-[2-(6-Hydroxy-2,5,7,8-tetramethylchroman-2-yl)ethoxy]benzyl}thiazolidine-2,4-dione). Reaction SMILES: C([O:4][C:5]1[C:6]([CH3:35])=[C:7]2[C:12](=[C:13]([CH3:16])[C:14]=1[CH3:15])[O:11][C:10]([CH2:18][CH2:19][O:20][C:21]1[CH:26]=[CH:25][C:24]([CH2:27][CH:28](Cl)[C:29](OCC)=[O:30])=[CH:23][CH:22]=1)([CH3:17])[CH2:9][CH2:8]2)(=O)C.[NH2:36][C:37](N)=[S:38].S1(CCCC1)(=O)=[O:41].Cl>COCCO.O>[OH:4][C:5]1[C:6]([CH3:35])=[C:7]2[C:12](=[C:13]([CH3:16])[C:14]=1[CH3:15])[O:11][C:10]([CH2:18][CH2:19][O:20][C:21]1[CH:22]=[CH:23][C:24]([CH2:27][CH:28]3[S:38][C:37](=[O:41])[NH:36][C:29]3=[O:30])=[CH:25][CH:26]=1)([CH3:17])[CH2:9][CH2:8]2. Procedure details: 1.6 g of ethyl 3-{4-[2-(6-acetoxy-2,5,7,8-tetramethylchroman-2-yl)ethoxy]phenyl}-2-chloropropionate, 300 mg of thiourea and 2 ml of sulfolane were heated at 110°-115° C. for 3 hours under a nitrogen stream. A mixture of 4 ml of water, 2 ml of ethylene glycol monomethyl ether and 1 ml of concentrated hydrochloric acid was then added and the whole mixture was heated at 95°-97° C. for 4.5 hours. The mixture was then treated as described in Example 1(a), except that the crude product, in the form of... Starting materials: CCc1ccc2c(O)c(C(=O)O)cnc2c1, c1ccc(Oc2ccccc2)cc1. Product: CCc1ccc2c(O)ccnc2c1. Reaction SMILES: [CH2:1]([CH3:2])[c:3]1[cH:4][cH:5][c:6]2[c:7]([OH:16])[c:8]([C:13]([OH:14])=[O:15])[cH:9][n:10][c:11]2[cH:12]1.[O:17]([c:18]1[cH:19][cH:20][cH:21][cH:22][cH:23]1)[c:24]1[cH:25][cH:26][cH:27][cH:28][cH:29]1>>[CH2:1]([CH3:2])[c:3]1[cH:4][cH:5][c:6]2[c:7]([OH:16])[cH:8][cH:9][n:10][c:11]2[cH:12]1. The reactants are [OH-].[K+] (KOH), C(C(O)C(O)C(=O)O)(=O)O (tartaric acid), C(C(O)C(O)C(=O)O)(=O)O (tartaric acid). Solvent: O (water). Yields the product C(=O)([O-])C(O)C(O)C(=O)[O-].[K+].[K+] (potassium tartrate). Reaction SMILES: [OH-].[K+:2].[C:3]([OH:12])(=[O:11])[CH:4]([CH:6]([C:8]([OH:10])=[O:9])[OH:7])[OH:5]>O>[C:8]([CH:6]([CH:4]([C:3]([O-:12])=[O:11])[OH:5])[OH:7])([O-:10])=[O:9].[K+:2].[K+:2] |f:0.1,4.5.6|. Procedure details: A potassium tartrate buffer was prepared by mixing KOH with tartaric acid at a K:tartaric acid mole ratio of 2:1 and diluting the resulting compound with enough water to yield a buffer solution with a pH of 2.9. 73 g of the buffer was then added to a reconstituted (30% by weight) dried zirconyl chloride five-sixths basic aluminum chloride solution prepared at a mole ratio of Al:Zr of 4:1. This buffered solution was re-dried as in Example I, and analyzed: 12.9% Al, 11.2% Zr, 7.9% K, and 14.6% tar... Starting materials: ClC1=CC=C(C(=O)C(CC)N2N=CN(C2=O)C=2C=CC(=NC2)N2CCN(CC2)C(=O)OCC)C=C1 ((±)-ethyl 4-[5-[2-[1-(4-chlorobenzoyl)propyl]-2,3-dihydro-3-oxo-4H-1,2,4-triazol-4-yl]-2-pyridinyl]-1-piperazinecarboxylate), solution. Run in Br (hydrobromic acid), O (water). Yields the product Cl.ClC1=CC=C(C(=O)C(CC)N2N=CN(C2=O)C=2C=NC(=CC2)N2CCNCC2)C=C1 ((±)-2-[1-(4-chlorobenzoyl)propyl]-2,4-dihydro-4-[6-(1-piperazinyl)-3-pyridinyl]-3H-1,2,4-triazol-3-one monohydrochloride). The yield is 15.3%. Reaction SMILES: [Cl:1][C:2]1[CH:35]=[CH:34][C:5]([C:6]([CH:8]([N:11]2[C:15](=[O:16])[N:14]([C:17]3[CH:18]=[CH:19][C:20]([N:23]4[CH2:28][CH2:27][N:26](C(OCC)=O)[CH2:25][CH2:24]4)=[N:21][CH:22]=3)[CH:13]=[N:12]2)[CH2:9][CH3:10])=[O:7])=[CH:4][CH:3]=1>Br.O>[ClH:1].[Cl:1][C:2]1[CH:35]=[CH:34][C:5]([C:6]([CH:8]([N:11]2[C:15](=[O:16])[N:14]([C:17]3[CH:22]=[N:21][C:20]([N:23]4[CH2:24][CH2:25][NH:26][CH2:27][CH2:28]4)=[CH:19][CH:18]=3)[CH:13]=[N:12]2)[CH2:9][CH3:10])=[O:7])=[CH:4][CH:3]=1 |f:3.4|. Reported procedure: A mixture of (±)-ethyl 4-[5-[2-[1-(4-chlorobenzoyl)propyl]-2,3-dihydro-3-oxo-4H-1,2,4-triazol-4-yl]-2-pyridinyl]-1-piperazinecarboxylate (24 g) in hydrobromic acid, 48% solution in water (250 ml) was stirred and refluxed overnight. The solvent was evaporated and the residue was dissolved in CH2Cl2, neutralized with NH4OH/H2O and extracted with CH2 Cl2. The organic layer was washed with water, dried, filtered and evaporated. A sample (3.5 g) of the residue (total 18 g) was purified by column chro... Starting materials: [N+](=O)([O-])C1=C(C=C(O)C(=C1)[N+](=O)[O-])O (4,6-dinitroresorcin), CO (methanol), wet product, CC1=C(C(=C(C2=C1COC2=O)O[C@H]3[C@@H]([C@H]([C@@H]([C@H](O3)C(=O)O)O)O)O)C/C=C(\C)/CCC(=O)O)OC (MPaG), Cl (hydrochloric acid), stannous chloride. Reagents/catalysts: [C].[Pd] (palladium carbon). Run in O (water), stannous chloride. Run at time 30 minute. Yields the product Cl.Cl.NC1=C(C=C(O)C(=C1)N)O (4,6-diaminoresorcin dihydrochloride). The yield is 46.4%. Reaction SMILES: [N+:1]([C:4]1[CH:10]=[C:9]([N+:11]([O-])=O)[C:7]([OH:8])=[CH:6][C:5]=1[OH:14])([O-])=O.CO.CC1C2COC(=O)C=2C(O[C@@H]2O[C@H](C(O)=O)[C@@H](O)[C@H](O)[C@H]2O)=C(C/C=C(/CCC(O)=O)\C)C=1OC.[ClH:52]>O.[C].[Pd]>[ClH:52].[ClH:52].[NH2:1][C:4]1[CH:10]=[C:9]([NH2:11])[C:7]([OH:8])=[CH:6][C:5]=1[OH:14] |f:5.6,7.8.9|. Reported procedure: 30 g of crude 4,6-dinitroresorcin were recrystallized in 1,500 g of ethanol to obtain 24.1 g of purified 4,6-dinitroresorcin. Next, 4.0 g of this purified 4,6-dinitroresorcin were added to methanol, and 0.0396 g of 5% palladium carbon (a 50% wet product) was then added thereto, followed by hydrogenation at 60° C. under an average hydrogen pressure of 0.8 MPaG. The reaction mass was poured into a 5% aqueous hydrochloric acid solution containing 6,000 ppm of stannous chloride, and then filtered to...